From a dataset of the Open Reaction Database (ORD), a public repository of structured organic reaction records. describe an organic reaction: reactants, conditions, products, and yield Starting materials: aqueous solution, 2-N, [OH-].[Na+] (sodium hydroxide), [Cl-].[Na+] (sodium chloride), NC=1C=C(C=CC1OC)\C=C/C1=CC(=C(C(=C1)OC)OC)OC.C(=O)(OCC1C2=CC=CC=C2C2=CC=CC=C12)N[C@@H](C)C(=O)N ((Z)-1-(3-amino-4-methoxyphenyl)-2-(3,4,5-trimethoxyphenyl)-ethene Fmoc-L-alanineamide). Solvent: CO (methanol). Run at time 3 hour. Product: NC=1C=C(C=CC1OC)\C=C/C1=CC(=C(C(=C1)OC)OC)OC.N[C@@H](C)C(=O)N ((Z)-1-(3-Amino-4-methoxyphenyl)-2-(3,4,5-trimethoxyphenyl)-ethene L-alanineamide). The yield is 84.1%. RXN SMILES: [NH2:1][C:2]1[CH:3]=[C:4](/[CH:10]=[CH:11]\[C:12]2[CH:17]=[C:16]([O:18][CH3:19])[C:15]([O:20][CH3:21])=[C:14]([O:22][CH3:23])[CH:13]=2)[CH:5]=[CH:6][C:7]=1[O:8][CH3:9].C([NH:41][C@H:42]([C:44]([NH2:46])=[O:45])[CH3:43])(OCC1C2C(=CC=CC=2)C2C1=CC=CC=2)=O.[OH-].[Na+].[Cl-].[Na+]>CO>[NH2:1][C:2]1[CH:3]=[C:4](/[CH:10]=[CH:11]\[C:12]2[CH:13]=[C:14]([O:22][CH3:23])[C:15]([O:20][CH3:21])=[C:16]([O:18][CH3:19])[CH:17]=2)[CH:5]=[CH:6][C:7]=1[O:8][CH3:9].[NH2:41][C@H:42]([C:44]([NH2:46])=[O:45])[CH3:43] |f:0.1,2.3,4.5,7.8|. Procedure: One gram (1.6 mmols) of (Z)-1-(3-amino-4-methoxyphenyl)-2-(3,4,5-trimethoxyphenyl)-ethene-Fmoc-L-alanineamide was dissolved in 10 ml of methanol, and 0.9 ml (1.76 mmols) of an aqueous solution of 2-N sodium hydroxide were added thereto. The mixture was stirred for 3 hours. A saturated aqueous solution of sodium chloride was added thereto, and the resulting mixture was extracted three times with dichloromethane. The extract was dried over anhydrous sodium sulfate, and concentrated to dryness unde... Starting materials: C(C1=CC=CC=C1)ONC(C(NC(=O)OC(C)(C)C)C1(CCOCC1)O)=O (N-(Benzyloxy)-N2 -(t-butoxycarbonyl)-α-(4-hydroxy-2,3,5,6-tetrahydro-4-pyranyl)glycinamide), C1=CC=NC=C1.O=S(=O)=O (pyridine-sulfur trioxide), C(C)(=O)OCC (ethyl acetate), C([O-])([O-])=O.[K+].[K+] (potassium carbonate). Run at temperature 57 celsius, time 6 hour. Reported procedure: N-(Benzyloxy)-N2 -(t-butoxycarbonyl)-α-(4-hydroxy-2,3,5,6-tetrahydro-4-pyranyl)glycinamide (1.9 g, 5 mmoles) in 20 ml of dry pyridine under argon was treated with 1.05 g (6.5 mmoles) of pyridine-sulfur trioxide and heated to 57° C. for 2 hours. The volatiles were removed in vacuo. Dry acetonitrile was added and evaporated four times, and the residue was treated with a solution of 5 g (36 mmole) of potassium carbonate in 12.5 ml of water, followed by 40 ml of ethyl acetate. The mixture was heated... RXN SMILES: [CH2:1]([O:8][NH:9][C:10](=[O:27])[CH:11]([C:20]1(O)[CH2:25][CH2:24][O:23][CH2:22][CH2:21]1)[NH:12][C:13]([O:15][C:16]([CH3:19])([CH3:18])[CH3:17])=[O:14])[C:2]1[CH:7]=[CH:6][CH:5]=[CH:4][CH:3]=1.C1C=CN=CC=1.O=S(=O)=O.C(=O)([O-])[O-].[K+].[K+].C(OCC)(=O)C>N1C=CC=CC=1.O>[CH2:1]([O:8][N:9]1[C:20]2([CH2:25][CH2:24][O:23][CH2:22][CH2:21]2)[CH:11]([NH:12][C:13]([O:15][C:16]([CH3:19])([CH3:18])[CH3:17])=[O:14])[C:10]1=[O:27])[C:2]1[CH:7]=[CH:6][CH:5]=[CH:4][CH:3]=1 |f:1.2,3.4.5|. Product: C(C1=CC=CC=C1)ON1C(C(C12CCOCC2)NC(=O)OC(C)(C)C)=O (1-(Benzyloxy)-3-[(t-butoxycarbonyl)amino]-2-oxo-7-oxa-1-azaspiro[3.5]nonane). Solvent: N1=CC=CC=C1 (pyridine), O (water), O (water). Starting materials: CNC, Nc1ccc(OCCCl)cc1, [Na+], [OH-]. The product is CN(C)CCOc1ccc(N)cc1. Reaction SMILES: [CH3:12][NH:13][CH3:14].[Cl:1][CH2:2][CH2:3][O:4][c:5]1[cH:6][cH:7][c:8]([NH2:11])[cH:9][cH:10]1.[Na+:16].[OH-:15]>>[CH2:2]([CH2:3][O:4][c:5]1[cH:6][cH:7][c:8]([NH2:11])[cH:9][cH:10]1)[N:13]([CH3:12])[CH3:14]. The reactants are C1(=CC=CC=C1)S(=O)(=O)C#CC (1-phenylsulphonylpropyne), COC1=CC=C(C=C1)N (4-anisidine). Solvent: CO (methanol). Run at time 8 hour. Yields the product COC1=CC=C(C=C1)NC(=CS(=O)(=O)C1=CC=CC=C1)C (1-(4-methoxyphenylamino)-1-methyl-2-(phenylsulphonyl)ethene). The yield is 95.5%. As a reaction SMILES: [C:1]1([S:7]([C:10]#[C:11][CH3:12])(=[O:9])=[O:8])[CH:6]=[CH:5][CH:4]=[CH:3][CH:2]=1.[CH3:13][O:14][C:15]1[CH:20]=[CH:19][C:18]([NH2:21])=[CH:17][CH:16]=1>CO>[CH3:13][O:14][C:15]1[CH:20]=[CH:19][C:18]([NH:21][C:11]([CH3:12])=[CH:10][S:7]([C:1]2[CH:6]=[CH:5][CH:4]=[CH:3][CH:2]=2)(=[O:9])=[O:8])=[CH:17][CH:16]=1. Reported procedure: A stirred solution of 1-phenylsulphonylpropyne (0.25 g) in anhydrous methanol (10 ml) was treated with 4-anisidine (0.17 g) and the homogeneous mixture was allowed to stand at room temperature overnight. The methanol was removed in vacuo to give 1-(4-methoxyphenylamino)-1-methyl-2-(phenylsulphonyl)ethene (0.4 g) in the form of a dark brown oil [NMR (in deuterated dimethylsulphoxide: 2.16, 3.76, 7.04, 7.62, 7.84, 8.68 ppm].